From a dataset of the Open Reaction Database (ORD), a public repository of structured organic reaction records. describe an organic reaction: reactants, conditions, products, and yield Reactants: CI, CS(C)=O, CCOC(C)=O, Cc1ncccc1C(=O)Nc1cccnc1Cl, [H-], [Na+]. The product is Cc1ncccc1C(=O)N(C)c1cccnc1Cl. As a reaction SMILES: [CH3:20][I:21].[CH3:22][S:23]([CH3:24])=[O:25].[CH3:26][CH2:27][O:28][C:29](=[O:30])[CH3:31].[Cl:1][c:2]1[n:3][cH:4][cH:5][cH:6][c:7]1[NH:8][C:9]([c:10]1[c:11]([CH3:16])[n:12][cH:13][cH:14][cH:15]1)=[O:17].[H-:19].[Na+:18]>>[Cl:1][c:2]1[n:3][cH:4][cH:5][cH:6][c:7]1[N:8]([C:9]([c:10]1[c:11]([CH3:16])[n:12][cH:13][cH:14][cH:15]1)=[O:17])[CH3:20]. Starting materials: CC(=O)O, O=[N+]([O-])c1ccc(S(=O)(=O)Cl)cc1, Nc1ccc(O)cc1, O, c1ccncc1. Product: O=[N+]([O-])c1ccc(S(=O)(=O)Nc2ccc(O)cc2)cc1. As a reaction SMILES: [CH3:23][C:24](=[O:25])[OH:26].[N+:9](=[O:10])([O-:11])[c:12]1[cH:13][cH:14][c:15]([S:18](=[O:19])(=[O:20])[Cl:21])[cH:16][cH:17]1.[NH2:1][c:2]1[cH:3][cH:4][c:5]([OH:6])[cH:7][cH:8]1.[OH2:22].[cH:27]1[cH:28][cH:29][n:30][cH:31][cH:32]1>>[NH:1]([c:2]1[cH:3][cH:4][c:5]([OH:6])[cH:7][cH:8]1)[S:18]([c:15]1[cH:14][cH:13][c:12]([N+:9](=[O:10])[O-:11])[cH:17][cH:16]1)(=[O:19])=[O:20]. Reactants: C1CCOC1, CC=C(C)C, [O-][Cl+][O-], C#CCC(O)(CC(C)(C)c1ccc(F)cc1C=O)C(F)(F)F, [Na+], [Na+], [Na+], O, O=P([O-])([O-])O. Yields the product C#CCC(O)(CC(C)(C)c1ccc(F)cc1C(=O)O)C(F)(F)F. As a reaction SMILES: [CH2:39]1[O:40][CH2:41][CH2:42][CH2:43]1.[CH3:23][C:24](=[CH:25][CH3:26])[CH3:27].[Cl+:28]([O-:29])[O-:30].[F:1][c:2]1[cH:3][cH:4][c:5]([C:10]([CH2:11][C:12]([CH2:13][C:14]#[CH:15])([C:16]([F:17])([F:18])[F:19])[OH:20])([CH3:21])[CH3:22])[c:6]([CH:7]=[O:8])[cH:9]1.[Na+:31].[Na+:37].[Na+:38].[OH2:44].[P:32]([O-:33])([O-:34])([OH:35])=[O:36]>>[F:1][c:2]1[cH:3][cH:4][c:5]([C:10]([CH2:11][C:12]([CH2:13][C:14]#[CH:15])([C:16]([F:17])([F:18])[F:19])[OH:20])([CH3:21])[CH3:22])[c:6]([C:7](=[O:8])[OH:29])[cH:9]1.